Dataset: the Open Reaction Database (ORD), a public repository of structured organic reaction records. Task: describe an organic reaction: reactants, conditions, products, and yield Reagents/catalysts: [C].[Pd] (palladium-carbon). Product: C(C)(C)(C)OC(=O)N1C[C@H]([C@H](CC1)C1=CC=CC=C1)C(=O)O ((rac.)-(3S,4S)-1-(tert-Butoxycarbonyl)-4-phenylpiperidine 3-carboxylic acid). Run in CO (methanol). Run at time 2 hour. Reported procedure: 1-(tert-Butoxycarbonyl)-4-phenyl-1,2,5,6-tetrahydropyridin-3-carboxylic acid (5.63 g) was dissolved in methanol (60 ml), and thereto was added palladium-carbon (4.06 g), and the mixture was stirred under hydrogen atmosphere for 2 hours. The reaction solution was filtered on celite, and concentrated under reduced pressure to give the title compound (4.76 g). Reaction SMILES: [C:1]([O:5][C:6]([N:8]1[CH2:13][CH2:12][C:11]([C:14]2[CH:19]=[CH:18][CH:17]=[CH:16][CH:15]=2)=[C:10]([C:20]([OH:22])=[O:21])[CH2:9]1)=[O:7])([CH3:4])([CH3:3])[CH3:2]>CO.[C].[Pd]>[C:1]([O:5][C:6]([N:8]1[CH2:13][CH2:12][C@H:11]([C:14]2[CH:19]=[CH:18][CH:17]=[CH:16][CH:15]=2)[C@H:10]([C:20]([OH:22])=[O:21])[CH2:9]1)=[O:7])([CH3:4])([CH3:2])[CH3:3] |f:2.3|. Isolated yield 84.0%. The reactants are C(C)(C)(C)OC(=O)N1CC(=C(CC1)C1=CC=CC=C1)C(=O)O (1-(tert-Butoxycarbonyl)-4-phenyl-1,2,5,6-tetrahydropyridin-3-carboxylic acid). Reaction SMILES: [CH:30]([N:31]([CH2:32][CH3:33])[CH:34]([CH3:35])[CH3:36])([CH3:37])[CH3:38].[Cl:1][C:2]([C:3]([Cl:4])=[O:5])=[O:6].[Cl:39][CH2:40][Cl:41].[F:7][c:8]1[cH:9][cH:10][c:11]2[n:12]([cH:13]1)[c:14]([C:17](=[O:18])[OH:19])[cH:15][n:16]2.[NH2:20][c:21]1[cH:22][c:23]([C:24]#[N:25])[cH:26][cH:27][c:28]1[CH3:29].[O:42]=[CH:43][N:44]([CH3:45])[CH3:46]>>[F:7][c:8]1[cH:9][cH:10][c:11]2[n:12]([cH:13]1)[c:14]([C:17](=[O:19])[NH:20][c:21]1[cH:22][c:23]([C:24]#[N:25])[cH:26][cH:27][c:28]1[CH3:29])[cH:15][n:16]2. Product: Cc1ccc(C#N)cc1NC(=O)c1cnc2ccc(F)cn12. The reactants are CCN(C(C)C)C(C)C, O=C(Cl)C(=O)Cl, ClCCl, O=C(O)c1cnc2ccc(F)cn12, Cc1ccc(C#N)cc1N, CN(C)C=O. The reactants are C1(=CC=CC=C1)C (toluene), [I-].[K+] (Potassium iodide), [Cu]C#N (Copper (I) cyanide), FC1=CC=C(C=C1)C1OCC2=CC(=CC=C12)Br (1-(4-fluorophenyl)-1,3-dihydro-5-bromoisobenzofuran). Solvent: N (ammonia), CN(C=O)C (dimethylformamide). Conditions: temperature 100 celsius, time 2 hour. The product is 1-[3-(dimethylamino) propyl]-14-fluorophenyl, C1OCC2=CC(=CC=C12)C#N (1,3-dihydro-5-isobenzofuran carbonitrile). The yield is 133.3%. Reaction SMILES: [I-].[K+].[Cu][C:4]#[N:5].FC1C=CC([CH:13]2[C:21]3[C:16](=[CH:17][C:18](Br)=[CH:19][CH:20]=3)[CH2:15][O:14]2)=CC=1.C1(C)C=CC=CC=1>CN(C)C=O.N>[CH2:13]1[C:21]2[C:16](=[CH:17][C:18]([C:4]#[N:5])=[CH:19][CH:20]=2)[CH2:15][O:14]1 |f:0.1|. Procedure details: Potassium iodide (25 g), Copper (I) cyanide (11.8 g) were added to a solution of the [1-(3-dimethylamino)propyl)]-1-(4-fluorophenyl)-1,3-dihydro-5-bromoisobenzofuran (25 g) in dimethylformamide (25 ml). The reaction mixture was heated to 135–145° C. and maintained for 28 hours. The reaction mixture was cooled to 100° C. and poured in ammonia solution containing toluene and stirred for 2 hours to get a clear separation of layers. Then the organic layer after acid base treatment was separated and ... Starting materials: C(C)(=O)C1=C(OC2=C(C(NN=C2)=O)Cl)C=CC=C1 (5-(2-acetyl-phenoxy)-4-chloro-2H-pyridazin-3-one), C(=O)[O-].[NH4+] (ammonium formate), C(=O)O (formic acid), C(=O)[O-].[NH4+] (ammonium formate). Conditions: temperature 25 celsius, time 10 minute. Isolated yield 89.9%. Product: C(C)(=O)C1=C(OC2=CC(NN=C2)=O)C=CC=C1 (5-(2-acetyl-phenoxy)-2H-pyridazin-3-one). Reaction SMILES: [C:1]([C:4]1[CH:18]=[CH:17][CH:16]=[CH:15][C:5]=1[O:6][C:7]1[CH:12]=[N:11][NH:10][C:9](=[O:13])[C:8]=1Cl)(=[O:3])[CH3:2].C(O)=O.C([O-])=O.[NH4+]>[Pd].C(O)C>[C:1]([C:4]1[CH:18]=[CH:17][CH:16]=[CH:15][C:5]=1[O:6][C:7]1[CH:12]=[N:11][NH:10][C:9](=[O:13])[CH:8]=1)(=[O:3])[CH3:2] |f:2.3|. The reagents and catalysts are [Pd] (palladium on carbon). The solvent is C(C)O (ethanol). Procedure details: A suspension of 5-(2-acetyl-phenoxy)-4-chloro-2H-pyridazin-3-one (6 g, 0.0227 mol) and palladium on carbon (2.5 g) in ethanol (180 mL) was heated to reflux and then treated with formic acid (1.2 g, 0.023 mol). The reaction stirred for 10 min at reflux and then ammonium formate (1.43 g, 0.023 mol) was added. The reaction stirred at reflux for another 10 min. At this time, a second portion of ammonium formate (0.3 g, 0.0048 mol) was added. After 5 min, the reaction was cooled to 25° C. and filtere... Starting materials: ClC(Cl)Cl, O=c1cc(O)c(Cl)c[nH]1, CC(C)OC(=O)N=NC(=O)OC(C)C, CN(C)C=O, CC(C)(C)OC(=O)N1CCC(O)CC1, c1ccc(P(c2ccccc2)c2ccccc2)cc1. Yields the product CC(C)(C)OC(=O)N1CCC(Oc2cc(=O)[nH]cc2Cl)CC1. Reaction SMILES: [CH:57]([Cl:58])([Cl:59])[Cl:60].[Cl:1][c:2]1[c:3]([OH:9])[cH:4][c:5](=[O:8])[nH:6][cH:7]1.[O:43]=[C:44]([O:45][CH:46]([CH3:47])[CH3:48])[N:49]=[N:50][C:51]([O:52][CH:53]([CH3:54])[CH3:55])=[O:56].[O:61]=[CH:62][N:63]([CH3:64])[CH3:65].[OH:10][CH:11]1[CH2:12][CH2:13][N:14]([C:17](=[O:18])[O:19][C:20]([CH3:21])([CH3:22])[CH3:23])[CH2:15][CH2:16]1.[c:24]1([P:25]([c:26]2[cH:27][cH:28][cH:29][cH:30][cH:31]2)[c:32]2[cH:33][cH:34][cH:35][cH:36][cH:37]2)[cH:38][cH:39][cH:40][cH:41][cH:42]1>>[Cl:1][c:2]1[c:3]([O:9][CH:11]2[CH2:12][CH2:13][N:14]([C:17](=[O:18])[O:19][C:20]([CH3:21])([CH3:22])[CH3:23])[CH2:15][CH2:16]2)[cH:4][c:5](=[O:8])[nH:6][cH:7]1. Starting materials: CN1C(N(C(C2=C1N=CC(=C2)B2OC(C(O2)(C)C)(C)C)=O)CCCOC2OCCCC2)=O (1-methyl-3-(3-(tetrahydro-2H-pyran-2-yloxy)propyl)-6-(4,4,5,5-tetramethyl-1,3,2-dioxaborolan-2-yl)pyrido[2,3-d]pyrimidine-2,4(1H,3H)-dione), OO (H2O2). Run in CO (MeOH). Run at time 16 hour. The product is OC1=CC2=C(N(C(N(C2=O)CCCOC2OCCCC2)=O)C)N=C1 (6-hydroxy-1-methyl-3-(3-(tetrahydro-2H-pyran-2-yloxy)propyl)pyrido[2,3-d]pyrimidine-2,4(1H,3H)-dione). Yield: 99.4%. As a reaction SMILES: [CH3:1][N:2]1[C:7]2[N:8]=[CH:9][C:10](B3OC(C)(C)C(C)(C)O3)=[CH:11][C:6]=2[C:5](=[O:21])[N:4]([CH2:22][CH2:23][CH2:24][O:25][CH:26]2[CH2:31][CH2:30][CH2:29][CH2:28][O:27]2)[C:3]1=[O:32].[OH:33]O>CO>[OH:33][C:10]1[CH:9]=[N:8][C:7]2[N:2]([CH3:1])[C:3](=[O:32])[N:4]([CH2:22][CH2:23][CH2:24][O:25][CH:26]3[CH2:31][CH2:30][CH2:29][CH2:28][O:27]3)[C:5](=[O:21])[C:6]=2[CH:11]=1. Reported procedure: To a solution of 1-methyl-3-(3-(tetrahydro-2H-pyran-2-yloxy)propyl)-6-(4,4,5,5-tetramethyl-1,3,2-dioxaborolan-2-yl)pyrido[2,3-d]pyrimidine-2,4(1H,3H)-dione (2.8 g, 6.3 mmol) in MeOH (100 mL) at 0° C. was added H2O2 (30% in water, 1.4 mL, 10.6 mmol) dropwise over 5 min. The reaction was allowed to warm slowly to RT, stirred for 16 h, quenched with aq. 1M Na2SO3 solution (100 mL), stirred for 15 min then extracted with EA (3×75 mL). The combined organic layers were dried over Na2SO4 and concentrat... Starting materials: P(CCCC)(CCCC)CCCC (n-Bu3P), BrC=1C=CC=C2C=CC(=CC12)CO (8-bromo-2-hydroxymethylnaphthalene), [C-]#N.[K+] (KCN), C1COCCOCCOCCOCCOCCO1 (18-crown-6), C(Cl)(Cl)(Cl)Cl (CCl4). Solvent: C(C)#N (acetonitrile), CCOCC (Ether), C(C)#N (acetonitrile), C(C)#N (acetonitrile). Reaction conditions: time 15 minute. Yields the product BrC=1C=CC=C2C=CC=C(C12)CC#N (8-Bromo-2-naphthalenylacetonitrile). Yield: 637.7%. RXN SMILES: [Br:1][C:2]1[CH:3]=[CH:4][CH:5]=[C:6]2[C:11]=1[CH:10]=[C:9](CO)[CH:8]=[CH:7]2.[C-]#[N:15].[K+].C1O[CH2:33][CH2:32]OCCOCCOCCOCCOC1.P(CCCC)(CCCC)CCCC.C(Cl)(Cl)(Cl)Cl>C(#N)C.CCOCC>[Br:1][C:2]1[CH:3]=[CH:4][CH:5]=[C:6]2[C:11]=1[C:10]([CH2:32][C:33]#[N:15])=[CH:9][CH:8]=[CH:7]2 |f:1.2|. Reported procedure: According to the procedure of A. Mizuno, et al. Synthesis 1007 (1980), a mixture of 8-bromo-2-hydroxymethylnaphthalene (1.70 g, 7.17 mmol), KCN (0.93 g, 14.34 mmol) and 18-crown-6 (0.19 g, 0.72 mmol) in acetonitrile (24 mL) was stirred at room temperature for 15 minutes. A mixture of n-Bu3P (1.60 g, 7.89 mmol) and acetonitrile (7 mL) was added. The mixture was cooled to 0° C., and a solution of CCl4 (1.21 g, 7.89 mmol) in acetonitrile (7 mL) was added. The resulting mixture was stirred at room t...